Dataset: the Open Reaction Database (ORD), a public repository of structured organic reaction records. Task: describe an organic reaction: reactants, conditions, products, and yield The reactants are NC1=C(C=CC=C1)NC(C1=CC=C(C=C1)CN1C(C2=CC=C(C=C2C1)Br)=O)=O (N-(2-aminophenyl)-4-((5-bromo-1-oxoisoindolin-2-yl)methyl)benzamide), COC=1C=C(C=CC1OC)B(O)O (3,4-dimethoxyphenyl boronic acid). Conditions: time 20 minute. Product: NC1=C(C=CC=C1)NC(C1=CC=C(C=C1)CN1C(C2=CC=C(C=C2C1)C1=CC(=C(C=C1)OC)OC)=O)=O (N-(2-aminophenyl)-4-((5-(3,4-dimethoxyphenyl)-1-oxoisoindolin-2-yl)methyl)benzamide). Yield: 52.0%. As a reaction SMILES: [NH2:1][C:2]1[CH:7]=[CH:6][CH:5]=[CH:4][C:3]=1[NH:8][C:9](=[O:28])[C:10]1[CH:15]=[CH:14][C:13]([CH2:16][N:17]2[CH2:25][C:24]3[C:19](=[CH:20][CH:21]=[C:22](Br)[CH:23]=3)[C:18]2=[O:27])=[CH:12][CH:11]=1.[CH3:29][O:30][C:31]1[CH:32]=[C:33](B(O)O)[CH:34]=[CH:35][C:36]=1[O:37][CH3:38]>>[NH2:1][C:2]1[CH:7]=[CH:6][CH:5]=[CH:4][C:3]=1[NH:8][C:9](=[O:28])[C:10]1[CH:15]=[CH:14][C:13]([CH2:16][N:17]2[CH2:25][C:24]3[C:19](=[CH:20][CH:21]=[C:22]([C:34]4[CH:33]=[CH:32][C:31]([O:30][CH3:29])=[C:36]([O:37][CH3:38])[CH:35]=4)[CH:23]=3)[C:18]2=[O:27])=[CH:12][CH:11]=1. Reported procedure: The procedure of Example 2 was repeated except that N-(2-aminophenyl)-4-((5-bromo-1-oxoisoindolin-2-yl)methyl)benzamide obtained in Example 56 instead of N-(2-aminophenyl)-4-((4-bromo-5,6-dimethoxy-1-oxoisoindolin-2-yl)methyl)benzamide, and 3,4-dimethoxyphenyl boronic acid instead of phenyl boronic acid were used, and the reaction was performed for 20 mins, to obtain the title compound (52%). Starting materials: COC(=O)C1=C(c2ccc(OCCO[Si](C)(C)C(C)(C)C)cc2)CCN(C(=O)OC(C)(C)C)C1, CO, Cl. Product: COC(=O)C1CN(C(=O)OC(C)(C)C)CCC1c1ccc(OCCO[Si](C)(C)C(C)(C)C)cc1. As a reaction SMILES: [CH3:1][O:2][C:3](=[O:4])[C:5]1=[C:10]([c:11]2[cH:12][cH:13][c:14]([O:17][CH2:18][CH2:19][O:20][Si:21]([CH3:22])([CH3:23])[C:24]([CH3:25])([CH3:26])[CH3:27])[cH:15][cH:16]2)[CH2:9][CH2:8][N:7]([C:28](=[O:29])[O:30][C:31]([CH3:32])([CH3:33])[CH3:34])[CH2:6]1.[CH3:36][OH:37].[ClH:35]>>[CH3:1][O:2][C:3](=[O:4])[CH:5]1[CH2:6][N:7]([C:28](=[O:29])[O:30][C:31]([CH3:32])([CH3:33])[CH3:34])[CH2:8][CH2:9][CH:10]1[c:11]1[cH:12][cH:13][c:14]([O:17][CH2:18][CH2:19][O:20][Si:21]([CH3:22])([CH3:23])[C:24]([CH3:25])([CH3:26])[CH3:27])[cH:15][cH:16]1. Reactants: O=C1C2=C(NC3=C(N1)C=CC=C3)C=CC(=C2)NC(=S)N ((11-Oxo-10,11-dihydro-5H-dibenzo[b,e][1,4]diazepin-2-yl)-thiourea), BrCC1=CC2=CC=CC=C2C=C1 (2-bromomethylnaphthalene), C(C)OCC (diethyl ether), C([O-])(O)=O.[Na+] (sodium bicarbonate). The solvent is CN(C)C=O (DMF), O1CCCC1 (tetrahydrofuran). Reaction conditions: time 1 hour. The product is C1=C(C=CC2=CC=CC=C12)CSC(NC1=CC2=C(NC3=C(NC2=O)C=CC=C3)C=C1)=N (2-Naphthalen-2-ylmethyl-1-(11-oxo-10,11-dihydro-5H-dibenzo[b,e][1,4]diazepin-2-yl)-isothiourea). As a reaction SMILES: [O:1]=[C:2]1[NH:8][C:7]2[CH:9]=[CH:10][CH:11]=[CH:12][C:6]=2[NH:5][C:4]2[CH:13]=[CH:14][C:15]([NH:17][C:18]([NH2:20])=[S:19])=[CH:16][C:3]1=2.Br[CH2:22][C:23]1[CH:32]=[CH:31][C:30]2[C:25](=[CH:26][CH:27]=[CH:28][CH:29]=2)[CH:24]=1.C(OCC)C.C(=O)(O)[O-].[Na+]>CN(C=O)C.O1CCCC1>[CH:24]1[C:25]2[C:30](=[CH:29][CH:28]=[CH:27][CH:26]=2)[CH:31]=[CH:32][C:23]=1[CH2:22][S:19][C:18](=[NH:20])[NH:17][C:15]1[CH:14]=[CH:13][C:4]2[NH:5][C:6]3[CH:12]=[CH:11][CH:10]=[CH:9][C:7]=3[NH:8][C:2](=[O:1])[C:3]=2[CH:16]=1 |f:3.4|. Procedure: To a stirred solution of (11-oxo-10,11-dihydro-5H-dibenzo[b,e][1,4]diazepin-2-yl)-thiourea (Example 9, 50 mg, 0.18 mmol) in DMF (1 mL) was added 2-bromomethylnaphthalene (38.8 mg, 0.18 mmol) in one portion. The reaction mixture was stirred at room temperature for 1 hr then heated at 60° C. for 2 hrs. After this time, the solvent was removed in vacuo to leave an oily residue which was triturated with diethyl ether to give a yellow-brown solid. The solid was dissolved in 5 mL of tetrahydrofuran: 5... The reactants are ClC1=C2CCC(CC2=CC=C1)=O (5-chloro-2-tetralone), C1(=CC=CC=C1)N1CNC(C12CCNCC2)=O (1-phenyl-1,3,8-triaza-spiro[4.5]decan-4-one). Product: Cl.ClC1=C2CCC(CC2=CC=C1)N1CCC2(C(NCN2C2=CC=CC=C2)=O)CC1 (8-(5-Chloro-1,2,3,4-tetrahydro-2-naphthyl)-1-phenyl-1,3,8-triaza-spiro[4.5]decan-4-one hydrochloride). Reaction SMILES: [Cl:1][C:2]1[CH:11]=[CH:10][CH:9]=[C:8]2[C:3]=1[CH2:4][CH2:5][C:6](=O)[CH2:7]2.[C:13]1([N:19]2[C:23]3([CH2:28][CH2:27][NH:26][CH2:25][CH2:24]3)[C:22](=[O:29])[NH:21][CH2:20]2)[CH:18]=[CH:17][CH:16]=[CH:15][CH:14]=1>>[ClH:1].[Cl:1][C:2]1[CH:11]=[CH:10][CH:9]=[C:8]2[C:3]=1[CH2:4][CH2:5][CH:6]([N:26]1[CH2:25][CH2:24][C:23]3([N:19]([C:13]4[CH:18]=[CH:17][CH:16]=[CH:15][CH:14]=4)[CH2:20][NH:21][C:22]3=[O:29])[CH2:28][CH2:27]1)[CH2:7]2 |f:2.3|. Procedure details: The title compound, m.p.>250° C. and MS: m/e=396.4, 398.4 (M+H+) was prepared in accordance with general method of example 1 from 5-chloro-2-tetralone and 1-phenyl-1,3,8-triaza-spiro[4.5]decan-4-one. Reactants: CON(C(=O)[C@H]1OCCC1)C ((2S)—N-Methoxy-N-methyltetrahydrofuran-2-carboxamide), C[C@H]1[C@@H](C1)C(CC=C)=O (1-[(1R,2R)-2-methylcyclopropyl]but-3-en-1-one). Yields the product O1[C@@H](CCC1)C(CC=C)=O (1-[(2S)-tetrahydrofuran-2-yl]but-3-en-1-one). Reaction SMILES: CON(C)[C:4]([C@@H:6]1[CH2:10][CH2:9][CH2:8][O:7]1)=[O:5].[CH3:12][C@@H:13]1C[C@H:14]1C(=O)CC=C>>[O:7]1[CH2:8][CH2:9][CH2:10][C@H:6]1[C:4](=[O:5])[CH2:14][CH:13]=[CH2:12]. Procedure: (2S)—N-Methoxy-N-methyltetrahydrofuran-2-carboxamide (C92) was converted to the product using the method described for the synthesis of 1-[(1R,2R)-2-methylcyclopropyl]but-3-en-1-one (C80) in Example 20. The resulting product was used in the next step without further purification. Yield: 19 g, ≦0.14 mol, ≦87%. The product is C=NC(C)(C1=CC(=CC=C1)Cl)C (N-methylene-1-methyl-1-(3chlorophenyl)ethylamine). Reaction conditions: time 1 hour. Reactants: CC(C)(C1=CC(=CC=C1)Cl)N (1-Methyl-1-(3-chlorophenyl)ethylamine), C=O (formalin), C(O)([O-])=O.[Na+] (sodium hydrogen carbonate). Reaction SMILES: [CH3:1][C:2]([NH2:11])([C:4]1[CH:9]=[CH:8][CH:7]=[C:6]([Cl:10])[CH:5]=1)[CH3:3].C=O.[C:14](=O)([O-])O.[Na+]>>[CH2:14]=[N:11][C:2]([CH3:1])([C:4]1[CH:9]=[CH:8][CH:7]=[C:6]([Cl:10])[CH:5]=1)[CH3:3] |f:2.3|. Procedure: 1-Methyl-1-(3-chlorophenyl)ethylamine (5.0 g) was added slowly to formalin (aqueous 37% HCHO solution) (3.5 g) at room temperature. This was allowed to react as it was for 1 hour. A saturated aqueous sodium hydrogen carbonate solution was added to the reaction mixture, which was then extracted with ether. After it was washed with saturated saline, the organic layer was dried over anhydrous sodium sulfate. The solvent was distilled off under reduced pressure to obtain the captioned compound (5.6 ... Reactants: O=C([O-])[O-], CC(=O)Oc1ccc(CCOP(=O)(OCc2ccccc2)OCc2ccccc2)cc1, CO, [K+], [K+]. Product: O=P(OCCc1ccc(O)cc1)(OCc1ccccc1)OCc1ccccc1. RXN SMILES: [C:1](=[O:2])([O-:3])[O-:4].[C:7](=[O:8])([CH3:9])[O:10][c:11]1[cH:12][cH:13][c:14]([CH2:17][CH2:18][O:19][P:20](=[O:21])([O:22][CH2:23][c:24]2[cH:25][cH:26][cH:27][cH:28][cH:29]2)[O:30][CH2:31][c:32]2[cH:33][cH:34][cH:35][cH:36][cH:37]2)[cH:15][cH:16]1.[CH3:38][OH:39].[K+:5].[K+:6]>>[OH:10][c:11]1[cH:12][cH:13][c:14]([CH2:17][CH2:18][O:19][P:20](=[O:21])([O:22][CH2:23][c:24]2[cH:25][cH:26][cH:27][cH:28][cH:29]2)[O:30][CH2:31][c:32]2[cH:33][cH:34][cH:35][cH:36][cH:37]2)[cH:15][cH:16]1. The reactants are ClCCCBr, O=C([O-])[O-], COc1cc2c(Nc3ccc(Cl)cc3F)ncnc2cc1O, [K+], [K+], CN(C)C=O, O. Product: COc1cc2c(Nc3ccc(Cl)cc3F)ncnc2cc1OCCCCl. RXN SMILES: [Br:23][CH2:24][CH2:25][CH2:26][Cl:27].[C:28](=[O:29])([O-:30])[O-:31].[Cl:1][c:2]1[cH:3][c:4]([F:22])[c:5]([NH:6][c:7]2[n:8][cH:9][n:10][c:11]3[cH:12][c:13]([OH:19])[c:14]([O:17][CH3:18])[cH:15][c:16]23)[cH:20][cH:21]1.[K+:32].[K+:33].[O:34]=[CH:35][N:36]([CH3:37])[CH3:38].[OH2:39]>>[Cl:1][c:2]1[cH:3][c:4]([F:22])[c:5]([NH:6][c:7]2[n:8][cH:9][n:10][c:11]3[cH:12][c:13]([O:19][CH2:24][CH2:25][CH2:26][Cl:27])[c:14]([O:17][CH3:18])[cH:15][c:16]23)[cH:20][cH:21]1. Starting materials: CN[C@@H]1C[C@H]2O[C@@](C)([C@@H]1OC)n1c3ccccc3c3c4c(c5c6ccccc6n2c5c31)C(=O)NC4 (staurosporine), O=C1CCC(CC#N)C1. Reagents/catalysts: CC(C)[O-].CC(C)[O-].CC(C)[O-].CC(C)[O-].[Ti+4] (Ti(OiPr)4), CC(=O)O (acetic acid), CC(=O)O[BH-](OC(C)=O)OC(C)=O.[Na+] (Sodium triacetoxyborohydride). Solvent: CC(=O)N(C)C (DMA), CC(=O)N(C)C (DMA), CC(=O)N(C)C (DMA), CC(=O)N(C)C (DMA), CC(=O)N(C)C (DMA), CC(=O)N(C)C (DMA), CC(=O)N(C)C (DMA). Reaction conditions: temperature 22 celsius, time 18 hour. Product: CO[C@@H]1[C@@H](C[C@H]2O[C@]1(C)n3c4ccccc4c5c6CNC(=O)c6c7c8ccccc8n2c7c35)N(C)C9CCC(CC#N)C9, CN[C@@H]1C[C@H]2O[C@@](C)([C@@H]1OC)n1c3ccccc3c3c4c(c5c6ccccc6n2c5c31)C(=O)NC4 (Staurosporine), c1ccc(-c2ccccc2)cc1 (biphenyl), OC1CCC(CC#N)C1.